From a dataset of the Open Reaction Database (ORD), a public repository of structured organic reaction records. describe an organic reaction: reactants, conditions, products, and yield Starting materials: CC(=O)O, CN(C)c1ccc(C=O)cc1, Cl, Cc1nccn1N. Product: Cc1nccn1N=Cc1ccc(N(C)C)cc1. As a reaction SMILES: [CH3:20][C:21](=[O:22])[OH:23].[CH3:9][N:10]([c:11]1[cH:12][cH:13][c:14]([CH:15]=[O:16])[cH:17][cH:18]1)[CH3:19].[ClH:1].[NH2:2][n:3]1[c:4]([CH3:8])[n:5][cH:6][cH:7]1>>[N:2]([n:3]1[c:4]([CH3:8])[n:5][cH:6][cH:7]1)=[CH:15][c:14]1[cH:13][cH:12][c:11]([N:10]([CH3:9])[CH3:19])[cH:18][cH:17]1. The reactants are C(CCCCCCCCC)C=1C=NC(=NC1)C1=CC=C(C=C1)O (5-decyl-2-(p-hydroxyphenyl)pyrimidine), N1(CCCC1)C1=CC=NC=C1 (4-pyrrolidinopyridine), C(CCCCC)OC(C(F)(F)F)C1=CC=C(C(=O)O)C=C1 ((+)-4-(1-hexyloxy-2,2,2-trifluoroethyl)benzoic acid), aqueous solution, C(C)(=O)O (acetic acid), C1(CCCCC1)N=C=NC1CCCCC1 (dicyclohexylcarbodiimide). Solvent: ClCCl (dichloromethane). Reaction conditions: time 6 hour. The product is C(CCCCC)OC(C(F)(F)F)C1=CC=C(C(=O)O)C=C1.C(CCCCCCCCC)C=1C=NC(=NC1)C1=CC=C(C=C1)O (5-decyl-2-(p-hydroxyphenyl)pyrimidine (+)-4-(1-hexyloxy-2,2,2-trifluoroethyl)benzoate). Yield: 83.0%. RXN SMILES: [CH2:1]([C:11]1[CH:12]=[N:13][C:14]([C:17]2[CH:22]=[CH:21][C:20]([OH:23])=[CH:19][CH:18]=2)=[N:15][CH:16]=1)[CH2:2][CH2:3][CH2:4][CH2:5][CH2:6][CH2:7][CH2:8][CH2:9][CH3:10].N1(C2C=CN=CC=2)CCCC1.C1(N=C=NC2CCCCC2)CCCCC1.C(O)(=O)C.[CH2:54]([O:60][CH:61]([C:66]1[CH:74]=[CH:73][C:69]([C:70]([OH:72])=[O:71])=[CH:68][CH:67]=1)[C:62]([F:65])([F:64])[F:63])[CH2:55][CH2:56][CH2:57][CH2:58][CH3:59]>ClCCl>[CH2:54]([O:60][CH:61]([C:66]1[CH:74]=[CH:73][C:69]([C:70]([OH:72])=[O:71])=[CH:68][CH:67]=1)[C:62]([F:64])([F:65])[F:63])[CH2:55][CH2:56][CH2:57][CH2:58][CH3:59].[CH2:1]([C:11]1[CH:12]=[N:13][C:14]([C:17]2[CH:18]=[CH:19][C:20]([OH:23])=[CH:21][CH:22]=2)=[N:15][CH:16]=1)[CH2:2][CH2:3][CH2:4][CH2:5][CH2:6][CH2:7][CH2:8][CH2:9][CH3:10] |f:6.7|. Reported procedure: In 20 ml of dry dichloromethane were dissolved 3.04 g (10 millimoles) of optically active (+)-4-(1-hexyloxy-2,2,2-trifluoroethyl)benzoic acid, 3.12 g (10 millimoles) of 5-decyl-2-(p-hydroxyphenyl)pyrimidine and 0.2 g of 4-pyrrolidinopyridine. Then, 2.5 g (12 millimoles) of dicyclohexylcarbodiimide was added and the resulting mixture was stirred at room temperature for 6 hours. After the reaction, 5% aqueous solution of acetic acid was added and the whole was extracted with dichloromethane. The o...